This data is from the Open Reaction Database (ORD), a public repository of structured organic reaction records. The task is: describe an organic reaction: reactants, conditions, products, and yield Yields the product O=C(Nc1cc(C(F)(F)F)cc(C(F)(F)F)c1)c1cc(-c2ccccc2)ccc1O. RXN SMILES: [CH3:42][O:43][CH2:44][CH2:45][O:46][CH3:47].[ClH:41].[F:1][C:2]([c:3]1[cH:4][c:5]([NH:13][C:14]([c:15]2[c:16]([OH:22])[cH:17][cH:18][c:19]([I:21])[cH:20]2)=[O:23])[cH:6][c:7]([C:9]([F:10])([F:11])[F:12])[cH:8]1)([F:24])[F:25].[Na+:35].[Na+:36].[O-:37][C:38](=[O:39])[O-:40].[OH:26][B:27]([c:28]1[cH:29][cH:30][cH:31][cH:32][cH:33]1)[OH:34]>>[F:1][C:2]([c:3]1[cH:4][c:5]([NH:13][C:14]([c:15]2[c:16]([OH:22])[cH:17][cH:18][c:19](-[c:28]3[cH:29][cH:30][cH:31][cH:32][cH:33]3)[cH:20]2)=[O:23])[cH:6][c:7]([C:9]([F:10])([F:11])[F:12])[cH:8]1)([F:24])[F:25]. Reactants: COCCOC, Cl, O=C(Nc1cc(C(F)(F)F)cc(C(F)(F)F)c1)c1cc(I)ccc1O, [Na+], [Na+], O=C([O-])[O-], OB(O)c1ccccc1. The reactants are Cl[O-].[Na+] (sodium hypochlorite), O (Water), Cl[O-].[Na+] (sodium hypochlorite), C(CCC)(=O)C=1C=NC2=C(C=CC=C2C1NC1=C(C=CC=C1)Cl)OCCSC (3-butyryl-4-(2-chlorophenylamino)-8-(2-methylthioethoxy)quinoline). Run in C(Cl)Cl (methylene chloride). Conditions: time 2 hour. Yields the product C(CCC)(=O)C=1C=NC2=C(C=CC=C2C1NC1=C(C=CC=C1)Cl)OCCS(=O)C (3-butyryl-4-(2-chlorophenylamino)8-(2-methylsulfinylethoxy)quinoline). The yield is 71.0%. Reaction SMILES: [C:1]([C:6]1[CH:7]=[N:8][C:9]2[C:14]([C:15]=1[NH:16][C:17]1[CH:22]=[CH:21][CH:20]=[CH:19][C:18]=1[Cl:23])=[CH:13][CH:12]=[CH:11][C:10]=2[O:24][CH2:25][CH2:26][S:27][CH3:28])(=[O:5])[CH2:2][CH2:3][CH3:4].[OH2:29].Cl[O-].[Na+]>C(Cl)Cl>[C:1]([C:6]1[CH:7]=[N:8][C:9]2[C:14]([C:15]=1[NH:16][C:17]1[CH:22]=[CH:21][CH:20]=[CH:19][C:18]=1[Cl:23])=[CH:13][CH:12]=[CH:11][C:10]=2[O:24][CH2:25][CH2:26][S:27]([CH3:28])=[O:29])(=[O:5])[CH2:2][CH2:3][CH3:4] |f:2.3|. Reported procedure: 3-butyryl-4-(2-chlorophenylamino)-8-(2-methylthioethoxy)quinoline (0.34 g, 0.82 mmol) was dissolved in methylene chloride (4 ml). Water (2 ml) and sodium hypochlorite (5% in water) (1.37 ml) were added and the mixture was stirred for 2 h. Another portion of sodium hypochlorite (0.5 ml) was added and the stirring was continued for 2 h. The organic layer was dried over sodium sulfate and evaporated. The residue crystallized from a mixture of ethyl acetate and isopropyl ether and 0.25 g (71%) of th... The reactants are β-aminosulfate, 1-(R)-cyclohexyl-l,2-cyclic sulfate, C(C1=CC=CC=C1)N (benzylamine), OS(=O)(=O)O (H2SO4), CCOCC (ether), [OH-].[Na+] (NaOH). Product: C1(CCCCC1)[C@H](CNCC1=CC=CC=C1)O (l(R)-cyclohexyl-2-benzylaminoethanol). The yield is 74.0%. As a reaction SMILES: [CH2:1]([NH2:8])[C:2]1[CH:7]=[CH:6][CH:5]=[CH:4][CH:3]=1.OS(O)(=O)=O.[OH-].[Na+].CC[O:18][CH2:19][CH3:20]>>[CH:2]1([C@@H:19]([OH:18])[CH2:20][NH:8][CH2:1][C:2]2[CH:7]=[CH:6][CH:5]=[CH:4][CH:3]=2)[CH2:7][CH2:6][CH2:5][CH2:4][CH2:3]1 |f:2.3|. Procedure: Following removal of the solvent under reduced pressure, the β-aminosulfate from the reaction of 1-(R)-cyclohexyl-l,2-cyclic sulfate (0.206 g, 1 mmol) and benzylamine (0.214 g, 2 mmol) was stirred with 20% H2SO4 (5 mL) and ether (5 mL) at room temperature (refluxing of the two phase mixture expedites the hydrolysis) for 12 hours. The organic phase was discarded and the aqueous phase was adjusted to pH 10 with 20% aq. NaOH and extracted with ether (3×20 mL). The combined organic phases were washe... Reactants: C1CCOC1, CN, COc1cc(OC)c(C(=O)O)c(C)n1, [Cl-], ClCCl, O. Product: CNC(=O)c1c(OC)cc(OC)nc1C. As a reaction SMILES: [CH2:21]1[O:22][CH2:23][CH2:24][CH2:25]1.[CH3:16][NH2:17].[CH3:2][O:3][c:4]1[cH:5][c:6]([O:14][CH3:15])[n:7][c:8]([CH3:13])[c:9]1[C:10](=[O:11])[OH:12].[Cl-:1].[Cl:18][CH2:19][Cl:20].[OH2:26]>>[CH3:2][O:3][c:4]1[cH:5][c:6]([O:14][CH3:15])[n:7][c:8]([CH3:13])[c:9]1[C:10](=[O:11])[NH:17][CH3:16]. The reactants are CC(C(=O)NC1=CC=C(C=C1)C1CCNCC1)C (2-methyl-N-[4-(4-piperidinyl)phenyl]propanamide), NC=1C=C(C=CC1)C1CCN(CC1)C(=O)OC(C)(C)C (tert-butyl 4-(3-aminophenyl)-1-piperidinecarboxylate), C(CC)(=O)Cl (propanoyl chloride). Yields the product N1CCC(CC1)C=1C=C(C=CC1)NC(CC)=O (N-[3-(4-PIPERIDINYL)PHENYL]PROPANAMIDE). As a reaction SMILES: [CH3:1][CH:2](C)[C:3](NC1C=CC(C2CCNCC2)=CC=1)=[O:4].[NH2:19][C:20]1[CH:21]=[C:22]([CH:26]2[CH2:31][CH2:30][N:29](C(OC(C)(C)C)=O)[CH2:28][CH2:27]2)[CH:23]=[CH:24][CH:25]=1.C(Cl)(=O)CC>>[NH:29]1[CH2:28][CH2:27][CH:26]([C:22]2[CH:21]=[C:20]([NH:19][C:3](=[O:4])[CH2:2][CH3:1])[CH:25]=[CH:24][CH:23]=2)[CH2:31][CH2:30]1. Reported procedure: Prepared by the procedure for 2-methyl-N-[4-(4-piperidinyl)phenyl]propanamide using tert-butyl 4-(3-aminophenyl)-1-piperidinecarboxylate and propanoyl chloride: Anal. Calcd for C14H20N2O: C, 72.2; H, 8.63; N, 12.1. found: C, 72.4; H, 8.68; N, 12.1; ESMS m/e: 233.1. The reactants are [OH-].[Na+] (NaOH), C(=O)(OCC)NC1=CC=C2C(=CC(OC2=C1)=O)CCl (7-carbethoxyamino-4-chloromethylcoumarin), S(O)(O)(=O)=O (sulfuric acid), ice water. The solvent is C(C)(=O)O (acetic acid). Run at temperature 130 celsius, time 8 hour. Yields the product NC1=CC=C2C(=CC(OC2=C1)=O)CCl (7-amino-4-chloromethylcoumarin). The yield is 79.0%. Reaction SMILES: C([NH:6][C:7]1[CH:16]=[C:15]2[C:10]([C:11]([CH2:18][Cl:19])=[CH:12][C:13](=[O:17])[O:14]2)=[CH:9][CH:8]=1)(OCC)=O.S(=O)(=O)(O)O.[OH-].[Na+]>C(O)(=O)C>[NH2:6][C:7]1[CH:16]=[C:15]2[C:10]([C:11]([CH2:18][Cl:19])=[CH:12][C:13](=[O:17])[O:14]2)=[CH:9][CH:8]=1 |f:2.3|. Reported procedure: A mixture of 7-carbethoxyamino-4-chloromethylcoumarin (2.81 g, 0.01 mole), concentrated sulfuric acid (10 mL) and glacial acetic acid (10 mL) is heated at 130° C. in an oil bath for 1 hour. On cooling, a yellow precipitate is deposited. The mixture is poured into 200 mL of ice-water and left overnight. The resulting solution is made slightly basic (pH 8) with dilute NaOH solution and is then cooled by the addition of ice chips. The yellow precipitate is filtered, washed with water and dried. The... Starting materials: COC1=C(OC)C(=O)C(Cc2ccc(OC(C)=O)c(C(=O)Nc3ccccc3C(F)(F)F)c2)=C(C)C1=O, CO, [Na+], O, O=C([O-])O. Product: COC1=C(OC)C(=O)C(Cc2ccc(O)c(C(=O)Nc3ccccc3C(F)(F)F)c2)=C(C)C1=O. Reaction SMILES: [CH3:1][O:2][C:3]1=[C:8]([O:9][CH3:10])[C:7](=[O:11])[C:6]([CH2:12][c:13]2[cH:14][cH:15][c:16]([O:32][C:33](=[O:34])[CH3:35])[c:17]([C:18](=[O:19])[NH:20][c:21]3[c:22]([C:27]([F:28])([F:29])[F:30])[cH:23][cH:24][cH:25][cH:26]3)[cH:31]2)=[C:5]([CH3:36])[C:4]1=[O:37].[CH3:43][OH:44].[Na+:38].[OH2:45].[OH:39][C:40](=[O:41])[O-:42]>>[CH3:1][O:2][C:3]1=[C:8]([O:9][CH3:10])[C:7](=[O:11])[C:6]([CH2:12][c:13]2[cH:14][cH:15][c:16]([OH:32])[c:17]([C:18](=[O:19])[NH:20][c:21]3[c:22]([C:27]([F:28])([F:29])[F:30])[cH:23][cH:24][cH:25][cH:26]3)[cH:31]2)=[C:5]([CH3:36])[C:4]1=[O:37]. Reactants: N(=NC(=O)OC(C)C)C(=O)OC(C)C (Diisopropyl azodicarboxylate), OC1=CC=C(C=C1)CC(CC(=O)OC)C=1SC(=CN1)C (methyl (±)-4-(4-hydroxyphenyl)-3-(5-methylthiazol-2-yl)butanoate), CNC1=CC=CC(=N1)C(C)O (6-(methylamino)-2-pyridylethanol), C1(=CC=CC=C1)P(C1=CC=CC=C1)C1=CC=CC=C1 (triphenylphosphine). Run in CC(C)(C)OC (TBME). The product is CNC1=CC=CC(=N1)CCOC1=CC=C(C=C1)CC(CC(=O)OC)C=1SC(=CN1)C (Methyl(±)-4-[4-[2-(6-Methylaminopyridin-2-yl)-1-ethoxy]phenyl]-3-(5-methylthiazol2-yl)butanoate). Isolated yield 106.4%. Reaction SMILES: N(C(OC(C)C)=O)=NC(OC(C)C)=O.[OH:15][C:16]1[CH:21]=[CH:20][C:19]([CH2:22][CH:23]([C:29]2[S:30][C:31]([CH3:34])=[CH:32][N:33]=2)[CH2:24][C:25]([O:27][CH3:28])=[O:26])=[CH:18][CH:17]=1.[CH3:35][NH:36][C:37]1[N:42]=[C:41]([CH:43](O)[CH3:44])[CH:40]=[CH:39][CH:38]=1.C1(P(C2C=CC=CC=2)C2C=CC=CC=2)C=CC=CC=1>CC(OC)(C)C>[CH3:35][NH:36][C:37]1[N:42]=[C:41]([CH2:43][CH2:44][O:15][C:16]2[CH:21]=[CH:20][C:19]([CH2:22][CH:23]([C:29]3[S:30][C:31]([CH3:34])=[CH:32][N:33]=3)[CH2:24][C:25]([O:27][CH3:28])=[O:26])=[CH:18][CH:17]=2)[CH:40]=[CH:39][CH:38]=1. Reported procedure: Diisopropyl azodicarboxylate (0.25 mL, 1.28 mmole) was added to a suspension of methyl (±)-4-(4-hydroxyphenyl)-3-(5-methylthiazol-2-yl)butanoate (249 mg, 0.85 mmole), 6-(methylamino)-2-pyridylethanol (194 mg, 1.28 mmole), and triphenylphosphine (336 mg, 1.28 mmole) in TBME (5 mL) at 0° C. The mixture was allowed to warm to RT as the bath warmed. After 72 hr the mixture was concentrated and the residue was chromatographed on silica gel (30% EtOAc/CHCl3). Fractions containing the product were conc... Reactants: FC=1C(=C(C=CC1)[C@@H](C[C@@](C=O)(C(F)(F)F)O)C)OC ((2R*,4R*)-4-(3-fluoro-2-methoxyphenyl)-2-hydroxy-2-(trifluoromethyl)pentanal), NC1=C2C=CC(NC2=CC=C1)=O (5-aminoquinolone). The reagents and catalysts are [O-]CC.[O-]CC.[O-]CC.[O-]CC.[Ti+4] (titanium tetraethoxide). Product: FC=1C(=C(C=CC1)[C@@H](C[C@@](C=NC1=C2C=CC(NC2=CC=C1)=O)(C(F)(F)F)O)C)OC (5-{[(2R*,4R*)-4-(3-fluoro-2-methoxyphenyl)-2-hydroxy-2-(trifluoromethyl)pentylidene]amino}quinolin-2(1H)-one). Reaction SMILES: [F:1][C:2]1[C:3]([O:19][CH3:20])=[C:4]([C@H:8]([CH3:18])[CH2:9][C@:10]([OH:17])([C:13]([F:16])([F:15])[F:14])[CH:11]=O)[CH:5]=[CH:6][CH:7]=1.[NH2:21][C:22]1[CH:31]=[CH:30][CH:29]=[C:28]2[C:23]=1[CH:24]=[CH:25][C:26](=[O:32])[NH:27]2>[O-]CC.[O-]CC.[O-]CC.[O-]CC.[Ti+4]>[F:1][C:2]1[C:3]([O:19][CH3:20])=[C:4]([C@H:8]([CH3:18])[CH2:9][C@:10]([OH:17])([C:13]([F:14])([F:15])[F:16])[CH:11]=[N:21][C:22]2[CH:31]=[CH:30][CH:29]=[C:28]3[C:23]=2[CH:24]=[CH:25][C:26](=[O:32])[NH:27]3)[CH:5]=[CH:6][CH:7]=1 |f:2.3.4.5.6|. Reported procedure: In the same way as in Example 1, 250 mg (0.46 mmol) of (2R*,4R*)-4-(3-fluoro-2-methoxyphenyl)-2-hydroxy-2-(trifluoromethyl)pentanal, 132 mg (0.63 mmol) of 5-aminoquinolone and 0.4 ml of titanium tetraethoxide are reacted to give 5-{[(2R*,4R*)-4-(3-fluoro-2-methoxyphenyl)-2-hydroxy-2-(trifluoromethyl)pentylidene]amino}quinolin-2(1H)-one. 64 mg of imine purified by column chromatography (silica gel, hexane/ethyl acetate 0-75%) are cyclized in the same way as in Example 1 at −30° C. using 1.5 ml (1...